This data is from the Open Reaction Database (ORD), a public repository of structured organic reaction records. The task is: describe an organic reaction: reactants, conditions, products, and yield The reactants are Nc1ncnn2c(C3CCNC3)cc(-c3ccc4cn(Cc5ccccc5)nc4c3)c12, CN(C)C(=O)Cl. The product is CN(C)C(=O)N1CCC(c2cc(-c3ccc4cn(Cc5ccccc5)nc4c3)c3c(N)ncnn23)C1. As a reaction SMILES: [CH2:1]([c:2]1[cH:3][cH:4][cH:5][cH:6][cH:7]1)[n:8]1[n:9][c:10]2[cH:11][c:12](-[c:17]3[cH:18][c:19]([CH:27]4[CH2:28][NH:29][CH2:30][CH2:31]4)[n:20]4[n:21][cH:22][n:23][c:24]([NH2:26])[c:25]34)[cH:13][cH:14][c:15]2[cH:16]1.[CH3:32][N:33]([C:34](=[O:35])[Cl:36])[CH3:37]>>[CH2:1]([c:2]1[cH:3][cH:4][cH:5][cH:6][cH:7]1)[n:8]1[n:9][c:10]2[cH:11][c:12](-[c:17]3[cH:18][c:19]([CH:27]4[CH2:28][N:29]([C:34]([N:33]([CH3:32])[CH3:37])=[O:35])[CH2:30][CH2:31]4)[n:20]4[n:21][cH:22][n:23][c:24]([NH2:26])[c:25]34)[cH:13][cH:14][c:15]2[cH:16]1. Reactants: Fc1cccc2c(Cl)ccnc12, [NH4+], [OH-], O, NCCc1cccs1. Reaction SMILES: [Cl:1][c:2]1[cH:3][cH:4][n:5][c:6]2[c:7]([F:12])[cH:8][cH:9][cH:10][c:11]12.[NH4+:21].[OH-:22].[OH2:23].[s:13]1[c:14]([CH2:18][CH2:19][NH2:20])[cH:15][cH:16][cH:17]1>>[c:2]1([NH:20][CH2:19][CH2:18][c:14]2[s:13][cH:17][cH:16][cH:15]2)[cH:3][cH:4][n:5][c:6]2[c:7]([F:12])[cH:8][cH:9][cH:10][c:11]12. Yields the product Fc1cccc2c(NCCc3cccs3)ccnc12. Yields the product O=C(O)Cc1ccc2nc(N3CCc4ccccc43)oc2c1F. As a reaction SMILES: [CH2:27]1[O:28][CH2:29][CH2:30][CH2:31]1.[CH3:32][OH:33].[F:1][c:2]1[c:3]([CH2:20][C:21](=[O:22])[O:23][CH3:24])[cH:4][cH:5][c:6]2[n:7][c:8]([N:11]3[CH2:12][CH2:13][c:14]4[cH:15][cH:16][cH:17][cH:18][c:19]43)[o:9][c:10]12.[Na+:26].[OH-:25]>>[F:1][c:2]1[c:3]([CH2:20][C:21](=[O:22])[OH:23])[cH:4][cH:5][c:6]2[n:7][c:8]([N:11]3[CH2:12][CH2:13][c:14]4[cH:15][cH:16][cH:17][cH:18][c:19]43)[o:9][c:10]12. Starting materials: C1CCOC1, CO, COC(=O)Cc1ccc2nc(N3CCc4ccccc43)oc2c1F, [Na+], [OH-]. The product is C(C)(C)(C)OC(=O)N1[C@@H](C[C@H](C1)S(=O)(=O)C)C(=O)O ((2S,4R)-4-Methanesulfonyl-pyrrolidine-1,2-dicarboxylic acid 1-Tert-butyl ester). Starting materials: COC(=O)[C@H]1N(C[C@@H](C1)S(=O)(=O)C)C(=O)OC(C)(C)C ((2S,4R)-4-methanesulfonyl-pyrrolidine-1,2-dicarboxylic acid 1-tert-butyl ester 2-methyl ester), [OH-].[Li+] (lithium hydroxide). Procedure details: In analogy to the procedure described in example 253e, (2S,4R)-4-methanesulfonyl-pyrrolidine-1,2-dicarboxylic acid 1-tert-butyl ester 2-methyl ester was saponified in the presence of lithium hydroxide to give the title compound as yellow solid. MS (ESI): m/z=294.2 [M+H]+. As a reaction SMILES: C[O:2][C:3]([C@@H:5]1[CH2:9][C@@H:8]([S:10]([CH3:13])(=[O:12])=[O:11])[CH2:7][N:6]1[C:14]([O:16][C:17]([CH3:20])([CH3:19])[CH3:18])=[O:15])=[O:4].[OH-].[Li+]>>[C:17]([O:16][C:14]([N:6]1[CH2:7][C@H:8]([S:10]([CH3:13])(=[O:12])=[O:11])[CH2:9][C@H:5]1[C:3]([OH:4])=[O:2])=[O:15])([CH3:20])([CH3:18])[CH3:19] |f:1.2|. Reactants: N(=C=S)C1=CC(=C(C#N)C=C1)C(F)(F)F (4-isothiocyanato-2-trifluoromethylbenzonitrile), FC1=C(C=CC(=C1)O)NC1(CCC1)C#N (1-(2-fluoro-4-hydroxyphenylamino)-cyclobutanecarbonitrile), CO (methanol), Cl (HCl). Solvent: O (water), CC(=O)C (acetone), ClCCl (dichloromethane), CN(C)C=O (DMF). Reaction conditions: time 24 hour. Yields the product FC1=C(C=CC(=C1)O)N1C2(CCC2)C(N(C1=S)C1=CC(=C(C#N)C=C1)C(F)(F)F)=O (4-[5-(2-fluoro-4-hydroxyphenyl)-8-oxo-6-thioxo-5,7-diazaspiro[3.4]oct-7-yl]-2-trifluoromethylbenzonitrile). Isolated yield 56.0%. As a reaction SMILES: [N:1]([C:4]1[CH:11]=[CH:10][C:7]([C:8]#[N:9])=[C:6]([C:12]([F:15])([F:14])[F:13])[CH:5]=1)=[C:2]=[S:3].[F:16][C:17]1[CH:22]=[C:21]([OH:23])[CH:20]=[CH:19][C:18]=1[NH:24][C:25]1([C:29]#N)[CH2:28][CH2:27][CH2:26]1.C[OH:32].Cl>CN(C=O)C.CC(C)=O.ClCCl.O>[F:16][C:17]1[CH:22]=[C:21]([OH:23])[CH:20]=[CH:19][C:18]=1[N:24]1[C:2](=[S:3])[N:1]([C:4]2[CH:11]=[CH:10][C:7]([C:8]#[N:9])=[C:6]([C:12]([F:13])([F:15])[F:14])[CH:5]=2)[C:29](=[O:32])[C:25]21[CH2:28][CH2:27][CH2:26]2. Procedure: A mixture of 4-isothiocyanato-2-trifluoromethylbenzonitrile (1a) (0.228 g, 1.0 mmol) and 1-(2-fluoro-4-hydroxyphenylamino)-cyclobutanecarbonitrile (53b) (0.145 g, 0.7 mmol) in dry DMF (2 ml) was stirred at room temperature for 24 hours. To this mixture were added methanol (10 ml) and aq. 2M HCl (2 ml). The second mixture was refluxed for 1 hour. After being cooled to room temperature, the reaction mixture was poured into cold water (10 ml) and extracted with ethyl acetate (50 ml). The organic la... The reactants are N1=CC=CC2=CC=C3C=CC=NC3=C12 (1,10-phenanthroline), CC=1N(C(=C2C1C(NC(=C2)C(=O)O)=O)C2=C(C=CC=C2)OC2=CC=CC=C2)COCC[Si](C)(C)C (3-methyl-4-oxo-1-(2-phenoxyphenyl)-2-((2-(trimethylsilyl)ethoxy)methyl)-4,5-dihydro-2H-pyrrolo[3,4-c]pyridine-6-carboxylic acid). The reagents and catalysts are [Cu-]=O (copper(I) oxide). The solvent is CN1C(CCC1)=O (N-methyl-2-pyrrolidinone), N1=CC=CC2=CC=CC=C12 (quinoline). Run at temperature 190 celsius. The product is CC=1N(C(=C2C1C(NC=C2)=O)C2=C(C=CC=C2)OC2=CC=CC=C2)COCC[Si](C)(C)C (3-methyl-1-(2-phenoxyphenyl)-2-((2-(trimethylsilyl)ethoxy)methyl)-2H-pyrrolo[3,4-c]pyridin-4(5H)-one). As a reaction SMILES: [CH3:1][C:2]1[N:3]([CH2:28][O:29][CH2:30][CH2:31][Si:32]([CH3:35])([CH3:34])[CH3:33])[C:4]([C:15]2[CH:20]=[CH:19][CH:18]=[CH:17][C:16]=2[O:21][C:22]2[CH:27]=[CH:26][CH:25]=[CH:24][CH:23]=2)=[C:5]2[CH:10]=[C:9](C(O)=O)[NH:8][C:7](=[O:14])[C:6]=12.N1C2C(=CC=C3C=2N=CC=C3)C=CC=1>CN1CCCC1=O.N1C2C(=CC=CC=2)C=CC=1.[Cu-]=O>[CH3:1][C:2]1[N:3]([CH2:28][O:29][CH2:30][CH2:31][Si:32]([CH3:33])([CH3:35])[CH3:34])[C:4]([C:15]2[CH:20]=[CH:19][CH:18]=[CH:17][C:16]=2[O:21][C:22]2[CH:27]=[CH:26][CH:25]=[CH:24][CH:23]=2)=[C:5]2[CH:10]=[CH:9][NH:8][C:7](=[O:14])[C:6]=12. Procedure: To a solution of Example 12a (0.037 g, 0.075 mmol) in a mixture of N-methyl-2-pyrrolidinone (0.3 mL) and quinoline (0.100 mL) were added 1,10-phenanthroline (0.027 g, 0.15 mmol) and copper(I) oxide (0.01 g, 0.075 mmol). The mixture sparged with nitrogen for 30 minutes and heated in a Biotage microwave reactor at 190° C. for 1 hour. The reaction mixture was partitioned between ethyl acetate and water, washed with saturated aqueous sodium chloride, dried over anhydrous magnesium sulfate, filtered ... The reactants are ClCCOC1=C(C=C(C=C1)F)C1(CC1)NC=1C(N(C=CN1)C=1C=C(C(=O)NC2CC2)C=CC1C)=O (3-[3-[[1-[2-(2-chloroethoxy)-5-fluorophenyl]cyclopropyl]amino]-2-oxo-1(2H)-pyrazinyl]-N-cyclopropyl-4-methyl-benzamide), CN (methylamine). The solvent is O (water), O1CCOCC1 (dioxane). Yields the product C1(CC1)NC(C1=CC(=C(C=C1)C)N1C(C(=NC=C1)NC1(CC1)C1=C(C=CC(=C1)F)OCCNC)=O)=O (N-Cyclopropyl-3-[3-[[1-[5-fluoro-2-[2-(methylamino)ethoxy]phenyl]cyclopropyl]amino]-2-oxo-1(2H)-pyrazinyl]-4-methyl-benzamide). As a reaction SMILES: Cl[CH2:2][CH2:3][O:4][C:5]1[CH:10]=[CH:9][C:8]([F:11])=[CH:7][C:6]=1[C:12]1([NH:15][C:16]2[C:17](=[O:35])[N:18]([C:22]3[CH:23]=[C:24]([CH:31]=[CH:32][C:33]=3[CH3:34])[C:25]([NH:27][CH:28]3[CH2:30][CH2:29]3)=[O:26])[CH:19]=[CH:20][N:21]=2)[CH2:14][CH2:13]1.[CH3:36][NH2:37]>O.O1CCOCC1>[CH:28]1([NH:27][C:25](=[O:26])[C:24]2[CH:31]=[CH:32][C:33]([CH3:34])=[C:22]([N:18]3[CH:19]=[CH:20][N:21]=[C:16]([NH:15][C:12]4([C:6]5[CH:7]=[C:8]([F:11])[CH:9]=[CH:10][C:5]=5[O:4][CH2:3][CH2:2][NH:37][CH3:36])[CH2:14][CH2:13]4)[C:17]3=[O:35])[CH:23]=2)[CH2:30][CH2:29]1. Procedure details: 3-[3-[[1-[2-(2-chloroethoxy)-5-fluorophenyl]cyclopropyl]amino]-2-oxo-1(2H)-pyrazinyl]-N-cyclopropyl-4-methyl-benzamide (Example 278e, 0.25 g) and 40% methylamine in water (1 mL) were stirred together at 100° C. in dioxane (8 mL) in a sealed tube for 24 h. Purification of the cooled solution by preparative HPLC (Xbridge column—acetonitrile/0.2% ammonia mobile phase) gave the title compound (110 mg). Reactants: [Si](C1=CC=CC=C1)(C1=CC=CC=C1)(C(C)(C)C)OC1CN(C1)C=1SC=C(N1)C(=O)OCC (3-t-butyldiphenylsilyloxy-1-(4-ethoxycarbonyl-1,3-thiazol-2-yl)azetidine), C(C)(=O)OCC (ethyl acetate), CN1CCNCC1.C[Al](C)C (1-methylpiperazine trimethylaluminium), C(C)(=O)O (acetic acid), C(C)(=O)OCC (ethyl acetate). Run in C1(=CC=CC=C1)C (toluene), C1(=CC=CC=C1)C (toluene). Conditions: time 2 hour. Product: [Si](C1=CC=CC=C1)(C1=CC=CC=C1)(C(C)(C)C)OC1CN(C1)C=1SC=C(N1)C(=O)N1CCN(CC1)C (3-t-butyldiphenylsilyloxy-1-[4-(4-methylpiperazine-1-carbonyl)-1,3-thiazol-2-yl]azetidine). Yield: 85.0%. RXN SMILES: [Si:1]([O:18][CH:19]1[CH2:22][N:21]([C:23]2[S:24][CH:25]=[C:26]([C:28](OCC)=[O:29])[N:27]=2)[CH2:20]1)([C:14]([CH3:17])([CH3:16])[CH3:15])([C:8]1[CH:13]=[CH:12][CH:11]=[CH:10][CH:9]=1)[C:2]1[CH:7]=[CH:6][CH:5]=[CH:4][CH:3]=1.[CH3:33][N:34]1[CH2:39][CH2:38][NH:37][CH2:36][CH2:35]1.C[Al](C)C.C(O)(=O)C.C(OCC)(=O)C>C1(C)C=CC=CC=1>[Si:1]([O:18][CH:19]1[CH2:22][N:21]([C:23]2[S:24][CH:25]=[C:26]([C:28]([N:37]3[CH2:38][CH2:39][N:34]([CH3:33])[CH2:35][CH2:36]3)=[O:29])[N:27]=2)[CH2:20]1)([C:14]([CH3:15])([CH3:17])[CH3:16])([C:8]1[CH:13]=[CH:12][CH:11]=[CH:10][CH:9]=1)[C:2]1[CH:7]=[CH:6][CH:5]=[CH:4][CH:3]=1 |f:1.2|. Procedure details: To a solution of 3-t-butyldiphenylsilyloxy-1-(4-ethoxycarbonyl-1,3-thiazol-2-yl)azetidine (1.00 g, 2.14 mmol) (obtained as described in Reference Example 2(1)) in toluene (50 ml) was added a solution of 0.67M 1-methylpiperazine-trimethylaluminium in toluene (7.40 ml) at room temperature under an atmosphere of nitrogen. The mixture was heated under reflux for 3 hours. After checking the completion of the reaction, 10% aqueous acetic acid solution (50 ml) and ethyl acetate (100 ml) were added to t...